Dataset: the Open Reaction Database (ORD), a public repository of structured organic reaction records. Task: describe an organic reaction: reactants, conditions, products, and yield Reactants: C1CCNCC1, CC(=O)O, O=Cc1cccc2ccccc12, CCCC(=O)CC(=O)OCC, c1ccccc1. The product is CCCC(=O)C(=Cc1cccc2ccccc12)C(=O)OCC. RXN SMILES: [CH2:24]1[CH2:25][CH2:26][NH:27][CH2:28][CH2:29]1.[CH3:30][C:31](=[O:32])[OH:33].[CH:12](=[O:13])[c:14]1[cH:15][cH:16][cH:17][c:18]2[cH:19][cH:20][cH:21][cH:22][c:23]12.[O:1]=[C:2]([CH2:3][C:4](=[O:5])[O:6][CH2:7][CH3:8])[CH2:9][CH2:10][CH3:11].[cH:34]1[cH:35][cH:36][cH:37][cH:38][cH:39]1>>[O:1]=[C:2]([C:3]([C:4](=[O:5])[O:6][CH2:7][CH3:8])=[CH:12][c:14]1[cH:15][cH:16][cH:17][c:18]2[cH:19][cH:20][cH:21][cH:22][c:23]12)[CH2:9][CH2:10][CH3:11].